Dataset: the Open Reaction Database (ORD), a public repository of structured organic reaction records. Task: describe an organic reaction: reactants, conditions, products, and yield Starting materials: NC1=C(C=CC=C1Br)O (2-amino-3-bromophenol), ester, FC(C(=O)O)(F)F (trifluoroacetic acid). The solvent is C(Cl)Cl (methylene chloride). Reaction conditions: temperature 120 celsius. The product is BrC1=CC=CC2=C1N=C(O2)C(F)(F)F (4-Bromo-2-trifluoromethyl-benzoxazole). The yield is 15.9%. As a reaction SMILES: [NH2:1][C:2]1[C:7]([Br:8])=[CH:6][CH:5]=[CH:4][C:3]=1[OH:9].[F:10][C:11]([F:16])([F:15])[C:12](O)=O>C(Cl)Cl>[Br:8][C:7]1[C:2]2[N:1]=[C:12]([C:11]([F:16])([F:15])[F:10])[O:9][C:3]=2[CH:4]=[CH:5][CH:6]=1. Procedure: A solution of 2-amino-3-bromophenol (480 mg, 2.6 mmol), polyphosphoric ester (PPE, 3.4 g) and trifluoroacetic acid (0.88 mL, 11.5 mmol) was heated to 100° C. under a nitrogen atmosphere overnight. A reflux condenser was added as was fresh PPE and the reaction heated to 120° C. for 8 hr. The reaction was cooled and diluted with methylene chloride. The solvent was removed by rotoevaporation. The residue was dissolved in fresh methylene chloride and successively washed with 2N sodium hydroxide solu... The reactants are N#Cc1cccs1, N#Cc1ccc(S)s1, CCCCCC, CC(C)NC(C)C, [K], [Li]CCCC, [Li], C[N+](=O)[O-], N#C[Fe-3](C#N)(C#N)(C#N)(C#N)C#N, [Na+], [OH-], O, S. The product is N#Cc1ccc(SC[N+](=O)[O-])s1. Reaction SMILES: [C:19]([c:20]1[s:21][cH:22][cH:23][cH:24]1)#[N:25].[C:28](#[N:29])[c:30]1[cH:31][cH:32][c:33]([SH:35])[s:34]1.[CH3:6][CH2:7][CH2:8][CH2:9][CH2:10][CH3:11].[CH:12]([NH:13][CH:14]([CH3:15])[CH3:16])([CH3:17])[CH3:18].[K:43].[Li:1][CH2:2][CH2:3][CH2:4][CH3:5].[Li:27].[N+:38](=[O:39])([O-:40])[CH3:41].[N:44]#[C:45][Fe-3:46]([C:47]#[N:48])([C:49]#[N:50])([C:51]#[N:52])([C:53]#[N:54])[C:55]#[N:56].[Na+:37].[OH-:36].[OH2:42].[S:26]>>[C:28](#[N:29])[c:30]1[cH:31][cH:32][c:33]([S:35][CH2:41][N+:38](=[O:39])[O-:40])[s:34]1.